Dataset: the Open Reaction Database (ORD), a public repository of structured organic reaction records. Task: describe an organic reaction: reactants, conditions, products, and yield The reactants are CC(=O)O, [Fe], COC(=O)N1CCN(C2CCc3c2cccc3[N+](=O)[O-])CC1. RXN SMILES: [C:23]([OH:24])(=[O:25])[CH3:26].[Fe:27].[N+:1]([O-:2])(=[O:3])[c:4]1[c:5]2[c:9]([cH:10][cH:11][cH:12]1)[CH:8]([N:13]1[CH2:14][CH2:15][N:16]([C:19](=[O:20])[O:21][CH3:22])[CH2:17][CH2:18]1)[CH2:7][CH2:6]2>>[NH2:1][c:4]1[c:5]2[c:9]([cH:10][cH:11][cH:12]1)[CH:8]([N:13]1[CH2:14][CH2:15][N:16]([C:19](=[O:20])[O:21][CH3:22])[CH2:17][CH2:18]1)[CH2:7][CH2:6]2. Product: COC(=O)N1CCN(C2CCc3c(N)cccc32)CC1.